From a dataset of the Open Reaction Database (ORD), a public repository of structured organic reaction records. describe an organic reaction: reactants, conditions, products, and yield Reactants: CON=C(C(=O)O)C=1N=C(SC1)NC(C1=CC=CC=C1)(C1=CC=CC=C1)C1=CC=CC=C1 (2-Methoxyimino-2-(2-tritylaminothiazol-4-yl)acetic acid), C1(CCCCC1)N=C=NC1CCCCC1 (dicyclohexylcarbodiimide), NC1C2S(CC(=C(N2C1=O)C(=O)OC(C1=CC=CC=C1)C1=CC=CC=C1)C=C(C)SC1=NN=C(S1)C)=O (7-amino-2-benzhydryloxycarbonyl-3-{2-[(2-methyl-1,3,4-thiadiazol-5-yl)-thio]-prop-1-en-1-yl}-8-oxo-5-thia-1-azabicyclo[4.2.0]oct-2-ene-5-oxide). Run in C(Cl)Cl (methylene chloride). Reaction conditions: temperature 4 celsius, time 2 hour. Product: C(C1=CC=CC=C1)(C1=CC=CC=C1)OC(=O)C=1N2C(C(C2S(CC1C=C(C)SC1=NN=C(S1)C)=O)NC(C(C=1N=C(SC1)NC(C1=CC=CC=C1)(C1=CC=CC=C1)C1=CC=CC=C1)=NOC)=O)=O (2-benzhydryloxycarbonyl-3-{2-[(2-methyl-1,3,4-thiadiazol-5-yl)-thio]-prop-1-en-1-yl}-7-[2-methoxyimino-2-(2-tritylaminothiazol-4-yl)-acetamido]-8-oxo-5-thia-1-azabicyclo[4.2.0]oct-2-ene-5-oxide). Yield: 32.0%. Reaction SMILES: [NH2:1][CH:2]1[C:9](=[O:10])[N:8]2[CH:3]1[S:4](=[O:37])[CH2:5][C:6]([CH:27]=[C:28]([S:30][C:31]1[S:35][C:34]([CH3:36])=[N:33][N:32]=1)[CH3:29])=[C:7]2[C:11]([O:13][CH:14]([C:21]1[CH:26]=[CH:25][CH:24]=[CH:23][CH:22]=1)[C:15]1[CH:20]=[CH:19][CH:18]=[CH:17][CH:16]=1)=[O:12].[CH3:38][O:39][N:40]=[C:41]([C:45]1[N:46]=[C:47]([NH:50][C:51]([C:64]2[CH:69]=[CH:68][CH:67]=[CH:66][CH:65]=2)([C:58]2[CH:63]=[CH:62][CH:61]=[CH:60][CH:59]=2)[C:52]2[CH:57]=[CH:56][CH:55]=[CH:54][CH:53]=2)[S:48][CH:49]=1)[C:42](O)=[O:43].C1(N=C=NC2CCCCC2)CCCCC1>C(Cl)Cl>[CH:14]([O:13][C:11]([C:7]1[N:8]2[CH:3]([S:4](=[O:37])[CH2:5][C:6]=1[CH:27]=[C:28]([S:30][C:31]1[S:35][C:34]([CH3:36])=[N:33][N:32]=1)[CH3:29])[CH:2]([NH:1][C:42](=[O:43])[C:41](=[N:40][O:39][CH3:38])[C:45]1[N:46]=[C:47]([NH:50][C:51]([C:58]3[CH:59]=[CH:60][CH:61]=[CH:62][CH:63]=3)([C:64]3[CH:69]=[CH:68][CH:67]=[CH:66][CH:65]=3)[C:52]3[CH:53]=[CH:54][CH:55]=[CH:56][CH:57]=3)[S:48][CH:49]=1)[C:9]2=[O:10])=[O:12])([C:21]1[CH:26]=[CH:25][CH:24]=[CH:23][CH:22]=1)[C:15]1[CH:16]=[CH:17][CH:18]=[CH:19][CH:20]=1. Procedure: A solution of the Z form of 7-amino-2-benzhydryloxycarbonyl-3-{2-[(2-methyl-1,3,4-thiadiazol-5-yl)-thio]-prop-1-en-1-yl}-8-oxo-5-thia-1-azabicyclo[4.2.0]oct-2-ene-5-oxide (3.53 g) in methylene chloride (250 cc) is cooled to 4° C. 2-Methoxyimino-2-(2-tritylaminothiazol-4-yl)acetic acid (3.28 g) and dicyclohexylcarbodiimide (1.54 g) are added successively. The mixture is stirred for 11/2 hours at 4° C. and then concentrated to dryness under reduced pressure (20 mm Hg; 2.7 kPa) at 20° C. The residu... The reactants are CC(=O)[O-], CC(=O)[O-], O=C([O-])[O-], C1CCOC1, COC(=O)C(C)(C)NC(=O)c1ccc2ccccc2c1OS(=O)(=O)C(F)(F)F, CCOC(C)=O, [Cs+], [Cs+], NCc1ccc(C(F)(F)F)cc1, [Pd+2], c1ccc(P(c2ccccc2)c2ccc3ccccc3c2-c2c(P(c3ccccc3)c3ccccc3)ccc3ccccc23)cc1. Yields the product COC(=O)C(C)(C)NC(=O)c1ccc2ccccc2c1NCc1ccc(C(F)(F)F)cc1. As a reaction SMILES: [C:104]([O-:105])(=[O:106])[CH3:107].[C:109]([O-:110])(=[O:111])[CH3:112].[C:87](=[O:88])([O-:89])[O-:90].[CH2:93]1[O:94][CH2:95][CH2:96][CH2:97]1.[CH3:1][O:2][C:3]([C:4]([CH3:5])([NH:6][C:7](=[O:8])[c:9]1[c:10]([O:19][S:20]([C:21]([F:22])([F:23])[F:24])(=[O:25])=[O:26])[c:11]2[cH:12][cH:13][cH:14][cH:15][c:16]2[cH:17][cH:18]1)[CH3:27])=[O:28].[CH3:98][CH2:99][O:100][C:101](=[O:102])[CH3:103].[Cs+:91].[Cs+:92].[F:29][C:30]([c:31]1[cH:32][cH:33][c:34]([CH2:35][NH2:36])[cH:37][cH:38]1)([F:39])[F:40].[Pd+2:108].[cH:41]1[cH:42][cH:43][c:44]([P:45]([c:46]2[cH:47][cH:48][c:49]3[c:50]([cH:51][cH:52][cH:53][cH:54]3)[c:55]2-[c:56]2[c:57]3[c:58]([cH:59][cH:60][cH:61][cH:62]3)[cH:63][cH:64][c:65]2[P:66]([c:67]2[cH:68][cH:69][cH:70][cH:71][cH:72]2)[c:73]2[cH:74][cH:75][cH:76][cH:77][cH:78]2)[c:79]2[cH:80][cH:81][cH:82][cH:83][cH:84]2)[cH:85][cH:86]1>>[CH3:1][O:2][C:3]([C:4]([CH3:5])([NH:6][C:7](=[O:8])[c:9]1[c:10]([NH:36][CH2:35][c:34]2[cH:33][cH:32][c:31]([C:30]([F:29])([F:39])[F:40])[cH:38][cH:37]2)[c:11]2[cH:12][cH:13][cH:14][cH:15][c:16]2[cH:17][cH:18]1)[CH3:27])=[O:28]. Reactants: C1CCOC1, [Li+], CCOC(=O)CN1CCC(C2CCN(C(=O)C(Cc3cc(C(F)(F)F)cc(C(F)(F)F)c3)OC(=O)N3CCC(N4CCc5ccccc5NC4=O)CC3)CC2)CC1, [OH-], O. Yields the product O=C(O)CN1CCC(C2CCN(C(=O)C(Cc3cc(C(F)(F)F)cc(C(F)(F)F)c3)OC(=O)N3CCC(N4CCc5ccccc5NC4=O)CC3)CC2)CC1. As a reaction SMILES: [CH2:61]1[O:62][CH2:63][CH2:64][CH2:65]1.[Li+:2].[O:3]=[C:4]1[NH:5][c:6]2[c:7]([cH:56][cH:57][cH:58][cH:59]2)[CH2:8][CH2:9][N:10]1[CH:11]1[CH2:12][CH2:13][N:14]([C:17](=[O:18])[O:19][CH:20]([C:21](=[O:22])[N:23]2[CH2:24][CH2:25][CH:26]([CH:29]3[CH2:30][CH2:31][N:32]([CH2:35][C:36](=[O:37])[O:38][CH2:39][CH3:40])[CH2:33][CH2:34]3)[CH2:27][CH2:28]2)[CH2:41][c:42]2[cH:43][c:44]([C:52]([F:53])([F:54])[F:55])[cH:45][c:46]([C:48]([F:49])([F:50])[F:51])[cH:47]2)[CH2:15][CH2:16]1.[OH-:1].[OH2:60]>>[O:3]=[C:4]1[NH:5][c:6]2[c:7]([cH:56][cH:57][cH:58][cH:59]2)[CH2:8][CH2:9][N:10]1[CH:11]1[CH2:12][CH2:13][N:14]([C:17](=[O:18])[O:19][CH:20]([C:21](=[O:22])[N:23]2[CH2:24][CH2:25][CH:26]([CH:29]3[CH2:30][CH2:31][N:32]([CH2:35][C:36](=[O:37])[OH:38])[CH2:33][CH2:34]3)[CH2:27][CH2:28]2)[CH2:41][c:42]2[cH:43][c:44]([C:52]([F:53])([F:54])[F:55])[cH:45][c:46]([C:48]([F:49])([F:50])[F:51])[cH:47]2)[CH2:15][CH2:16]1.